This data is from the Open Reaction Database (ORD), a public repository of structured organic reaction records. The task is: describe an organic reaction: reactants, conditions, products, and yield Reactants: ClCN1S(N(C(C1=O)CCC(C)C)C)(=O)=O (2-chloromethyl-4-(3-methylbutyl)-5-methyl-1,2,5-thiadiazolidin-3-one 1,1-dioxide), [Cs+].ClC1=C(C(=O)[O-])C(=CC=C1OCCN1CCCC1)Cl (2,6-dichloro-3-(2-pyrrolidinoethoxy)-benzoic acid cesium salt), acid, C(=O)([O-])[O-].[Cs+].[Cs+] (Cs2CO3). Run in CO (methanol). Yields the product Cl.ClC1=C(C(=CC=C1OCCN1CCCC1)Cl)C(=O)OCN1S(N(C(C1=O)CCC(C)C)C)(=O)=O (2-(2,6-dichloro-3-(2-pyrrolidinoethoxy)phenylcarbonyloxymethyl)-4-(3-methylbutyl)-5-methyl-1,2,5-thiadiazolidin-3-one 1,1-dioxide hydrochloride). RXN SMILES: [Cs+].[Cl:2][C:3]1[C:11]([O:12][CH2:13][CH2:14][N:15]2[CH2:19][CH2:18][CH2:17][CH2:16]2)=[CH:10][CH:9]=[C:8]([Cl:20])[C:4]=1[C:5]([O-:7])=[O:6].C([O-])([O-])=O.[Cs+].[Cs+].Cl[CH2:28][N:29]1[C:33](=[O:34])[CH:32]([CH2:35][CH2:36][CH:37]([CH3:39])[CH3:38])[N:31]([CH3:40])[S:30]1(=[O:42])=[O:41]>CO>[ClH:2].[Cl:2][C:3]1[C:11]([O:12][CH2:13][CH2:14][N:15]2[CH2:16][CH2:17][CH2:18][CH2:19]2)=[CH:10][CH:9]=[C:8]([Cl:20])[C:4]=1[C:5]([O:7][CH2:28][N:29]1[C:33](=[O:34])[CH:32]([CH2:35][CH2:36][CH:37]([CH3:38])[CH3:39])[N:31]([CH3:40])[S:30]1(=[O:41])=[O:42])=[O:6] |f:0.1,2.3.4,7.8|. Procedure: To a solution of 2,6-dichloro-3-(2-pyrrolidinoethoxy)-benzoic acid cesium salt (prepared by reaction of the acid (1.045 g, 3.069 mmol) in 30 ml of methanol with Cs2CO3 (1.2 g) followed by removal of the solvent) in DMF was added 2-chloromethyl-4-(3-methylbutyl)-5-methyl-1,2,5-thiadiazolidin-3-one 1,1-dioxide (0.75 g; 1.86 mmol) at room temperature. The resulting solution was allowed to react at room temperature under nitrogen for 17 hours. The mixture was concentrated in vacuo and the residue wa... Reactants: COC(=O)Cl (methylchloroformate), C(Cl)Cl (CH2Cl2), C(C)OC(=O)C1(CCNCC1)CS(=O)(=O)C1=CC=C(C=C1)OCC#CC (4-[[[4-(2-Butynyloxy)phenyl]sulfonyl]methyl]-4-piperidinecarboxylic acid ethyl ester), C/C(=N\[Si](C)(C)C)/O[Si](C)(C)C (N,O-bis(trimethylsilyl)acetamide), C(Cl)Cl (CH2Cl2), C(Cl)Cl (CH2Cl2). Run at temperature 0 celsius, time 1 hour. Yields the product COC(=O)C1(CCN(CC1)C(=O)OCC)CS(=O)(=O)C1=CC=C(C=C1)OCC#CC (4-(4-But-2-ynyloxy-benzenesulfonylmethyl)-piperidine-1,4-dicarboxylic acid ethyl ester methyl ester). Isolated yield 85.0%. RXN SMILES: C([O:3][C:4]([C:6]1([CH2:12][S:13]([C:16]2[CH:21]=[CH:20][C:19]([O:22][CH2:23][C:24]#[C:25][CH3:26])=[CH:18][CH:17]=2)(=[O:15])=[O:14])[CH2:11][CH2:10][NH:9][CH2:8][CH2:7]1)=[O:5])C.[CH3:27]/[C:28](/[O:34][Si](C)(C)C)=N\[Si](C)(C)C.[CH3:39][O:40]C(Cl)=O.[CH2:44](Cl)Cl>>[CH3:44][O:3][C:4]([C:6]1([CH2:12][S:13]([C:16]2[CH:21]=[CH:20][C:19]([O:22][CH2:23][C:24]#[C:25][CH3:26])=[CH:18][CH:17]=2)(=[O:14])=[O:15])[CH2:11][CH2:10][N:9]([C:39]([O:34][CH2:28][CH3:27])=[O:40])[CH2:8][CH2:7]1)=[O:5]. Procedure: To a solution of 4-[[[4-(2-Butynyloxy)phenyl]sulfonyl]methyl]-4-piperidinecarboxylic acid ethyl ester (0.354 g, 0.85 mmol) in 1.0 mL of CH2Cl2 under N2 atmosphere was added dropwise a solution of N,O-bis(trimethylsilyl)acetamide (0.462 ml, 1.87 mmol) in 0.5 mL of CH2Cl2 and stirred for 1 h. The reaction was cooled to 0° C. and added dropwise a solution of 0.079 mL (1.02 mmol) of methylchloroformate in 0.5 mL of CH2Cl2. The reaction was allowed to stir at room temperature for 1 h and cooled to 0°... Starting materials: CCCCO, O=[N+]([O-])c1cc(F)c(F)c(F)c1Nc1cc(C2CC2)[nH]n1, CCN(C(C)C)C(C)C, NC(CO)c1ccc(F)cc1. Product: O=[N+]([O-])c1cc(F)c(NC(CO)c2ccc(F)cc2)c(F)c1Nc1cc(C2CC2)[nH]n1. Reaction SMILES: [CH2:42]([OH:43])[CH2:44][CH2:45][CH3:46].[CH:1]1([c:4]2[cH:5][c:6]([NH:9][c:10]3[c:11]([F:21])[c:12]([F:20])[c:13]([F:19])[cH:14][c:15]3[N+:16](=[O:17])[O-:18])[n:7][nH:8]2)[CH2:2][CH2:3]1.[CH:33]([N:34]([CH2:35][CH3:36])[CH:37]([CH3:38])[CH3:39])([CH3:40])[CH3:41].[NH2:22][CH:23]([CH2:24][OH:25])[c:26]1[cH:27][cH:28][c:29]([F:32])[cH:30][cH:31]1>>[CH:1]1([c:4]2[cH:5][c:6]([NH:9][c:10]3[c:11]([F:21])[c:12]([NH:22][CH:23]([CH2:24][OH:25])[c:26]4[cH:27][cH:28][c:29]([F:32])[cH:30][cH:31]4)[c:13]([F:19])[cH:14][c:15]3[N+:16](=[O:17])[O-:18])[n:7][nH:8]2)[CH2:2][CH2:3]1. Reactants: [Al+3], CC1(C)CC(=O)NC2=C1c1ccc(Cl)cc1CC2, [H-], [H-], [H-], [H-], [Li+], [Na+], C1CCOC1, [OH-]. The product is CC1(C)CCNC2=C1c1ccc(Cl)cc1CC2. Reaction SMILES: [Al+3:2].[Cl:7][c:8]1[cH:9][c:10]2[c:11]([cH:23][cH:24]1)[C:12]1=[C:17]([NH:16][C:15](=[O:20])[CH2:14][C:13]1([CH3:21])[CH3:22])[CH2:18][CH2:19]2.[H-:1].[H-:4].[H-:5].[H-:6].[Li+:3].[Na+:26].[O:27]1[CH2:28][CH2:29][CH2:30][CH2:31]1.[OH-:25]>>[Cl:7][c:8]1[cH:9][c:10]2[c:11]([cH:23][cH:24]1)[C:12]1=[C:17]([NH:16][CH2:15][CH2:14][C:13]1([CH3:21])[CH3:22])[CH2:18][CH2:19]2. Reactants: [OH-].OCC[N+](C)(C)C (Choline hydroxide), sol., C\C(=C/COC(CCC(=O)O)=O)\CCC=C(C)C ((E)-4-(3,7-dimethylocta-2,6-dienyloxy)-4-oxobutanoic Acid). The solvent is CO (methanol), CO (methanol). Reaction conditions: temperature 0 celsius, time 5 minute. The product is C\C(=C/COC(CCC(=O)[O-])=O)\CCC=C(C)C.OCC[N+](C)(C)C (2-Hydroxy-N,N,N-trimethylethanaminium (E)-4-(3,7-dimethylocta-2,6-dienyloxy)-4-oxobutanoate). Reaction SMILES: [CH3:1]/[C:2](/[CH2:13][CH2:14][CH:15]=[C:16]([CH3:18])[CH3:17])=[CH:3]\[CH2:4][O:5][C:6](=[O:12])[CH2:7][CH2:8][C:9]([OH:11])=[O:10].[OH-].[OH:20][CH2:21][CH2:22][N+:23]([CH3:26])([CH3:25])[CH3:24]>CO>[CH3:1]/[C:2](/[CH2:13][CH2:14][CH:15]=[C:16]([CH3:18])[CH3:17])=[CH:3]\[CH2:4][O:5][C:6](=[O:12])[CH2:7][CH2:8][C:9]([O-:11])=[O:10].[OH:20][CH2:21][CH2:22][N+:23]([CH3:26])([CH3:25])[CH3:24] |f:1.2,4.5|. Procedure details: Hemisuccinate [5] (1.0173 g, 4 mmol) was dissolved in 10 ml of methanol and chilled to 0° C. Choline hydroxide in (1.13 ml, 40% sol. in methanol, 4 mmol) was added dropwise and the reaction mixture was stirred for 5 min at 0° C. The solvent was evaporated and remaining volatile material was removed under reduced pressure (0.01 mbar) to yield product [6] as yellow liquid in quantitative yield. The product was pure according to 1H NMR without further purification. 1H-NMR (300 MHz, d6-DMSO) δ(ppm)=... Starting materials: O1CCC(CC1)=O (tetrahydro-4H-pyran-4-one), C(C)(C)(C)OC(=O)N1CCC(CC1)=O (1-(tert-butoxycarbonyl)-4-piperidone), NC1(CCOCC1)CC(=O)OC (methyl (4-aminotetrahydro-2H-pyran-4-yl)acetate). Product: NC1(CCN(CC1)C(=O)OC(C)(C)C)CC(=O)OC (tert-Butyl 4-amino-4-(2-methoxy-2-oxoethyl)piperidine-1-carboxylate). Reaction SMILES: O1CCC(=O)CC1.[C:8]([O:12][C:13]([N:15]1CCC(=O)CC1)=[O:14])([CH3:11])([CH3:10])[CH3:9].[NH2:22][C:23]1([CH2:29][C:30]([O:32][CH3:33])=[O:31])[CH2:28][CH2:27]O[CH2:25][CH2:24]1>>[NH2:22][C:23]1([CH2:29][C:30]([O:32][CH3:33])=[O:31])[CH2:28][CH2:27][N:15]([C:13]([O:12][C:8]([CH3:11])([CH3:10])[CH3:9])=[O:14])[CH2:25][CH2:24]1. Procedure: Instead of tetrahydro-4H-pyran-4-one, 1-(tert-butoxycarbonyl)-4-piperidone (5.00 g) was used and treated by the same techniques as in Reference Example 1-1(1) and (2) to give the titled compound as a colorless solid (4.65 g). Starting materials: [N+](=O)([O-])NC1=NC=C(C(N1)=O)CC=1C=NC(=CC1)C (2-Nitroamino-5-(6-methyl-3-pyridylmethyl)-4-pyrimidone), N(C(=N)N)C=1SC=C(N1)CSCCN (2-(2-guanidino-4-thiazolylmethylthio)ethylamine). Run in N1=CC=CC=C1 (pyridine). Product: N(C(=N)N)C=1SC=C(N1)CSCCNC1=NC=C(C(N1)=O)CC=1C=NC(=CC1)C (2-[2-(2-guanidino-4-thiazolylmethylthio)ethylamino]-5-(6-methyl-3-pyridylmethyl)-4-pyrimidone). As a reaction SMILES: [N+]([NH:4][C:5]1[NH:10][C:9](=[O:11])[C:8]([CH2:12][C:13]2[CH:14]=[N:15][C:16]([CH3:19])=[CH:17][CH:18]=2)=[CH:7][N:6]=1)([O-])=O.[NH:20]([C:24]1[S:25][CH:26]=[C:27]([CH2:29][S:30][CH2:31][CH2:32]N)[N:28]=1)[C:21]([NH2:23])=[NH:22]>N1C=CC=CC=1>[NH:20]([C:24]1[S:25][CH:26]=[C:27]([CH2:29][S:30][CH2:31][CH2:32][NH:4][C:5]2[NH:10][C:9](=[O:11])[C:8]([CH2:12][C:13]3[CH:14]=[N:15][C:16]([CH3:19])=[CH:17][CH:18]=3)=[CH:7][N:6]=2)[N:28]=1)[C:21]([NH2:23])=[NH:22]. Reported procedure: 2-Nitroamino-5-(6-methyl-3-pyridylmethyl)-4-pyrimidone (5.21 g) and 2-(2-guanidino-4-thiazolylmethylthio)ethylamine (2.98 g) were heated under reflux in dry pyridine for 9 hours. The mixture was evaporated and the residue was washed with water to give 2-[2-(2-guanidino-4-thiazolylmethylthio)ethylamino]-5-(6-methyl-3-pyridylmethyl)-4-pyrimidone which was treated with hydrogen chloride in ethanol-ether to give the trihydrochloride (0.92 g). This was converted into the free base by dissolving the m... Starting materials: Cl, COC(=O)C(C)(F)c1cccc([N+](=O)[O-])c1, [Na+], O=C([O-])O. The product is COC(=O)C(C)(F)c1cccc(N)c1. Reaction SMILES: [ClH:17].[F:1][C:2]([C:3](=[O:4])[O:5][CH3:6])([CH3:7])[c:8]1[cH:9][c:10]([N+:14]([O-:15])=[O:16])[cH:11][cH:12][cH:13]1.[Na+:22].[O-:18][C:19]([OH:20])=[O:21]>>[F:1][C:2]([C:3](=[O:4])[O:5][CH3:6])([CH3:7])[c:8]1[cH:9][c:10]([NH2:14])[cH:11][cH:12][cH:13]1. Reactants: C(C)(C)(C)OC(=O)N1CC(NCC1)C (3-Methyl-piperazine-1-carboxylic acid tert-butyl ester), ClC1=NC=CN=C1Cl (2,3-dichloropyrazine), CN(C)C=O (DMF). The solvent is O (H2O). Yields the product C(C)(C)(C)OC(=O)N1CC(N(CC1)C1=NC=CN=C1Cl)C (3′-chloro-2-methyl-2,3,5,6-tetrahydro-[1,2′]bipyrazinyl-4-carboxylic acid tert-butyl ester). The yield is 45.0%. RXN SMILES: [C:1]([O:5][C:6]([N:8]1[CH2:13][CH2:12][NH:11][CH:10]([CH3:14])[CH2:9]1)=[O:7])([CH3:4])([CH3:3])[CH3:2].[Cl:15][C:16]1[C:21](Cl)=[N:20][CH:19]=[CH:18][N:17]=1.CN(C=O)C>O>[C:1]([O:5][C:6]([N:8]1[CH2:13][CH2:12][N:11]([C:21]2[C:16]([Cl:15])=[N:17][CH:18]=[CH:19][N:20]=2)[CH:10]([CH3:14])[CH2:9]1)=[O:7])([CH3:4])([CH3:2])[CH3:3]. Reported procedure: 3-Methyl-piperazine-1-carboxylic acid tert-butyl ester (5.0 g, 25 mmol), 2,3-dichloropyrazine (1.3 mL, 12.5 mmol), and DMF (5.0 mL) were combined and heated to 100 C overnight with stirring. The reaction mixture was poured into H2O and extracted with EtOAc (3×). The combined EtOAc extractions were washed with sat'd NaHCO3 (2×), sat's NaCl (1×), dried (Na2SO4), and concentrated in vacuo. The crude product was purified by column chromatography (4:1 hexanes:EtOAc) to give 1.76 g (45%) of 3′-chloro-...